From a dataset of the Open Reaction Database (ORD), a public repository of structured organic reaction records. describe an organic reaction: reactants, conditions, products, and yield The reactants are CC(C)(C)OC(=O)C(=O)Cl, COc1cccc(C(Oc2ccc3c(cnn3-c3ccc(F)cc3)c2)C(C)N)c1. The product is COc1cccc(C(Oc2ccc3c(cnn3-c3ccc(F)cc3)c2)C(C)NC(=O)C(=O)OC(C)(C)C)c1. As a reaction SMILES: [Cl:30][C:31]([C:32](=[O:33])[O:34][C:35]([CH3:36])([CH3:37])[CH3:38])=[O:39].[F:1][c:2]1[cH:3][cH:4][c:5](-[n:8]2[n:9][cH:10][c:11]3[cH:12][c:13]([O:17][CH:18]([CH:19]([CH3:20])[NH2:21])[c:22]4[cH:23][c:24]([O:28][CH3:29])[cH:25][cH:26][cH:27]4)[cH:14][cH:15][c:16]23)[cH:6][cH:7]1>>[F:1][c:2]1[cH:3][cH:4][c:5](-[n:8]2[n:9][cH:10][c:11]3[cH:12][c:13]([O:17][CH:18]([CH:19]([CH3:20])[NH:21][C:31]([C:32](=[O:33])[O:34][C:35]([CH3:36])([CH3:37])[CH3:38])=[O:39])[c:22]4[cH:23][c:24]([O:28][CH3:29])[cH:25][cH:26][cH:27]4)[cH:14][cH:15][c:16]23)[cH:6][cH:7]1. Reactants: ClCC(=O)OCC (ethyl chloroacetate), Cl (hydrochloric acid), [H-].[Na+] (sodium hydride), OC(CN)C=1N=C(SC1)C(F)(F)F (2-hydroxy-2-(2-trifluoromethyl-thiazol-4-yl)ethanamine). Run in C(C)O (ethanol), C1(=CC=CC=C1)C (toluene), O (water), C1(=CC=CC=C1)C (toluene). Yields the product FC(C=1SC=C(N1)C1CNC(CO1)=O)(F)F (2-(2-Trifluoromethyl-thiazol-4-yl)morpholin-5-one). RXN SMILES: [H-].[Na+].[OH:3][CH:4]([C:7]1[N:8]=[C:9]([C:12]([F:15])([F:14])[F:13])[S:10][CH:11]=1)[CH2:5][NH2:6].Cl[CH2:17][C:18](OCC)=[O:19].Cl>C1(C)C=CC=CC=1.O.C(O)C>[F:13][C:12]([F:15])([F:14])[C:9]1[S:10][CH:11]=[C:7]([CH:4]2[O:3][CH2:17][C:18](=[O:19])[NH:6][CH2:5]2)[N:8]=1 |f:0.1|. Procedure: 0.3 g (0.0064 mol) of a dispersion of sodium hydride (50-55% in oil) is added in small portions to a stirred solution of 1 g (0.0047 mol) of 2-hydroxy-2-(2-trifluoromethyl-thiazol-4-yl)ethanamine in 15 ml of toluene at 30° C. After 1 hour a solution of 0.55 g (0.0045 mol) of ethyl chloroacetate in 2 ml of toluene is added dropwise. After 2 hours first 1 ml of ethanol and then 4 ml of water are added dropwise. The mixture is then acidified with hydrochloric acid and extracted several times with m... Reactants: C(C)OC(=O)[C@H](CCC1=CC=CC=C1)N[C@@H]1C(N([C@@H](CSC1)C=1SC=CC1)CC(=O)O)=O (α-{6(R)-[1(S)-ethoxycarbonyl-3-phenylpropylamino]-5-oxo-3(S)-(2-thienyl)perhydro-1,4-thiazepin-4-yl)acetic acid), [OH-].[Na+] (sodium hydroxide). Yields the product C(=O)(O)[C@H](CCC1=CC=CC=C1)N[C@@H]1C(N([C@@H](CSC1)C=1SC=CC1)CC(=O)O)=O (α-{6(R)-[1(S)-Carboxy-3-phenylpropylamino]-5-oxo-3(S)-(2-thienyl)perhydro-1,4-thiazepin-4-yl}acetic acid). Yield: 76.7%. As a reaction SMILES: C([O:3][C:4]([C@@H:6]([NH:15][C@H:16]1[CH2:22][S:21][CH2:20][C@@H:19]([C:23]2[S:24][CH:25]=[CH:26][CH:27]=2)[N:18]([CH2:28][C:29]([OH:31])=[O:30])[C:17]1=[O:32])[CH2:7][CH2:8][C:9]1[CH:14]=[CH:13][CH:12]=[CH:11][CH:10]=1)=[O:5])C.[OH-].[Na+]>>[C:4]([C@@H:6]([NH:15][C@H:16]1[CH2:22][S:21][CH2:20][C@@H:19]([C:23]2[S:24][CH:25]=[CH:26][CH:27]=2)[N:18]([CH2:28][C:29]([OH:31])=[O:30])[C:17]1=[O:32])[CH2:7][CH2:8][C:9]1[CH:10]=[CH:11][CH:12]=[CH:13][CH:14]=1)([OH:5])=[O:3] |f:1.2|. Procedure details: 90 mg of α-{6(R)-[1(S)-ethoxycarbonyl-3-phenylpropylamino]-5-oxo-3(S)-(2-thienyl)perhydro-1,4-thiazepin-4-yl}acetic acid (prepared as described in Example 17 above) were hydrolyzed with aqueous sodium hydroxide in the manner described in Example 5, to give 65 mg of the title compound as a powder. Reactants: COc1cc2[nH]ccc2c2c1OCCN(C(=O)OC(C)(C)C)C2C, O=S(=O)(Cl)c1ccc(Cl)cc1Cl, [H-], [Na+], CN(C)C=O, O. Product: COc1cc2c(ccn2S(=O)(=O)c2ccc(Cl)cc2Cl)c2c1OCCN(C(=O)OC(C)(C)C)C2C. As a reaction SMILES: [CH3:1][O:2][c:3]1[c:4]2[c:5]([c:6]3[cH:7][cH:8][nH:9][c:10]3[cH:11]1)[CH:12]([CH3:24])[N:13]([C:17](=[O:18])[O:19][C:20]([CH3:21])([CH3:22])[CH3:23])[CH2:14][CH2:15][O:16]2.[Cl:27][c:28]1[c:29]([S:35](=[O:36])(=[O:37])[Cl:38])[cH:30][cH:31][c:32]([Cl:34])[cH:33]1.[H-:25].[Na+:26].[O:40]=[CH:41][N:42]([CH3:43])[CH3:44].[OH2:39]>>[CH3:1][O:2][c:3]1[c:4]2[c:5]([c:6]3[cH:7][cH:8][n:9]([S:35]([c:29]4[c:28]([Cl:27])[cH:33][c:32]([Cl:34])[cH:31][cH:30]4)(=[O:36])=[O:37])[c:10]3[cH:11]1)[CH:12]([CH3:24])[N:13]([C:17](=[O:18])[O:19][C:20]([CH3:21])([CH3:22])[CH3:23])[CH2:14][CH2:15][O:16]2. RXN SMILES: [O:1]=[C:2]1[C:10]2([CH2:14][O:13][C:12]3[CH:15]=[C:16]4[C:21](=[CH:22][C:11]2=3)[CH2:20][CH2:19][CH2:18][CH2:17]4)[C:9]2[C:4](=[CH:5][CH:6]=[CH:7][CH:8]=2)[N:3]1[CH2:23][C:24]([O:26]CC)=[O:25].O=C1C2(C3=CC4OCOC=4C=C3OC2)C2C(=CC=CC=2)N1CC(OCC)=O>>[O:1]=[C:2]1[C:10]2([CH2:14][O:13][C:12]3[CH:15]=[C:16]4[C:21](=[CH:22][C:11]2=3)[CH2:20][CH2:19][CH2:18][CH2:17]4)[C:9]2[C:4](=[CH:5][CH:6]=[CH:7][CH:8]=2)[N:3]1[CH2:23][C:24]([OH:26])=[O:25]. Procedure details: Following the procedure as described in Example 2, and making non-critical variations using ethyl (2-oxo-5′,6′,7′,8′-tetrahydrospiro[indole-3,3′-naphtho[2,3-b]furan]-1(2H)-yl)acetate to replace ethyl (2′-oxospiro[furo[2,3-f][1,3]benzodioxole-7,3′-indol]-1′(2′H)-yl)acetate, the title compound was obtained (99%): MS (ES−) m/z 348 (M−1). The reactants are O=C1N(C2=CC=CC=C2C12C1=C(OC2)C=C2CCCCC2=C1)CC(=O)OCC (ethyl (2-oxo-5′,6′,7′,8′-tetrahydrospiro[indole-3,3′-naphtho[2,3-b]furan]-1(2H)-yl)acetate), O=C1N(C2=CC=CC=C2C12COC=1C2=CC2=C(OCO2)C1)CC(=O)OCC (ethyl (2′-oxospiro[furo[2,3-f][1,3]benzodioxole-7,3′-indol]-1′(2′H)-yl)acetate). The product is O=C1N(C2=CC=CC=C2C12C1=C(OC2)C=C2CCCCC2=C1)CC(=O)O ((2-oxo-5′,6′,7′,8′-tetrahydrospiro[indole-3,3′-naphtho[2,3-b]furan]-1(2H)-yl)acetic acid). The reactants are B, O=C(O)c1ccc(Br)nc1, C1CCOC1, [K+], [K+], O=C([O-])[O-], O. The product is OCc1ccc(Br)nc1. As a reaction SMILES: [BH3:11].[Br:1][c:2]1[n:3][cH:4][c:5]([C:6](=[O:7])[OH:8])[cH:9][cH:10]1.[CH2:19]1[O:20][CH2:21][CH2:22][CH2:23]1.[K+:12].[K+:13].[O-:14][C:15]([O-:16])=[O:17].[OH2:18]>>[Br:1][c:2]1[n:3][cH:4][c:5]([CH2:6][OH:7])[cH:9][cH:10]1.